From a dataset of the Open Reaction Database (ORD), a public repository of structured organic reaction records. describe an organic reaction: reactants, conditions, products, and yield Reactants: O=C([O-])[O-], Cc1ncc(NC(=O)c2cccc(C(F)(F)F)c2)cc1-c1cccc([N+](=O)[O-])c1, CC(=O)O, CCO, [Fe], [Na+], [Na+]. The product is Cc1ncc(NC(=O)c2cccc(C(F)(F)F)c2)cc1-c1cccc(N)c1. Reaction SMILES: [C:34](=[O:35])([O-:36])[O-:37].[CH3:1][c:2]1[c:3](-[c:21]2[cH:22][c:23]([N+:27]([O-:28])=[O:29])[cH:24][cH:25][cH:26]2)[cH:4][c:5]([NH:8][C:9]([c:10]2[cH:11][c:12]([C:16]([F:17])([F:18])[F:19])[cH:13][cH:14][cH:15]2)=[O:20])[cH:6][n:7]1.[CH3:30][C:31](=[O:32])[OH:33].[CH3:40][CH2:41][OH:42].[Fe:43].[Na+:38].[Na+:39]>>[CH3:1][c:2]1[c:3](-[c:21]2[cH:22][c:23]([NH2:27])[cH:24][cH:25][cH:26]2)[cH:4][c:5]([NH:8][C:9]([c:10]2[cH:11][c:12]([C:16]([F:17])([F:18])[F:19])[cH:13][cH:14][cH:15]2)=[O:20])[cH:6][n:7]1. The reactants are [OH-].[Li+] (lithium hydroxide), O (water), N(=[N+]=[N-])[C@@H]1[C@@H](C[C@H](CC1)C(=O)OC)NC(=O)OC(C)(C)C ((1S,2R,4S)-1-Azido-2-(N-tert-butoxycarbonylamino)-4-methoxycarbonylcyclohexane). The solvent is O1CCCC1 (tetrahydrofuran). Conditions: time 36.5 hour. The product is N(=[N+]=[N-])[C@@H]1[C@@H](C[C@H](CC1)C(=O)O)NC(=O)OC(C)(C)C ((1S,2R,4S)-1-azido-2-(N-tert-butoxycarbonylamino)-4-carboxycyclohexane). Reaction SMILES: [N:1]([C@H:4]1[CH2:9][CH2:8][C@H:7]([C:10]([O:12]C)=[O:11])[CH2:6][C@H:5]1[NH:14][C:15]([O:17][C:18]([CH3:21])([CH3:20])[CH3:19])=[O:16])=[N+:2]=[N-:3].[OH-].[Li+].O>O1CCCC1>[N:1]([C@H:4]1[CH2:9][CH2:8][C@H:7]([C:10]([OH:12])=[O:11])[CH2:6][C@H:5]1[NH:14][C:15]([O:17][C:18]([CH3:21])([CH3:20])[CH3:19])=[O:16])=[N+:2]=[N-:3] |f:1.2|. Procedure: (1S,2R,4S)-1-Azido-2-(N-tert-butoxycarbonylamino)-4-methoxycarbonylcyclohexane (509 mg) was dissolved in tetrahydrofuran (40.0 ml), lithium hydroxide (111 mg) and water (5.0 ml) were successively added under ice cooling, and the mixture was stirred at room temperature for 36.5 hours. The solvent was distilled off under reduced pressure, water and 1N hydrochloric acid (4.64 ml) were added to the residue, and the solvent was distilled off again under reduced pressure to obtain crude (1S,2R,4S)-1-a... Starting materials: Cl (hydrogen chloride), CC1=C(N=CN1)CSCCNC(=S)NCCSCC=1N=CNC1C (N,N'-bis-[2-((5-methyl-4-imidazolyl)methylthio)ethyl]thiourea), CO (methanol). Product: Cl.Cl.Cl.CSC(NCCSCC=1N=CNC1C)=NCCSCC=1N=CNC1C (S-methyl-N,N'-bis-[2-((5-methyl-4-imidazolyl)methylthio)ethyl ]isothiourea trihydrochloride). Reaction SMILES: [ClH:1].[CH3:2][C:3]1[NH:7][CH:6]=[N:5][C:4]=1[CH2:8][S:9][CH2:10][CH2:11][NH:12][C:13]([NH:15][CH2:16][CH2:17][S:18][CH2:19][C:20]1[N:21]=[CH:22][NH:23][C:24]=1[CH3:25])=[S:14].[CH3:26]O>>[ClH:1].[ClH:1].[ClH:1].[CH3:26][S:14][C:13](=[N:12][CH2:11][CH2:10][S:9][CH2:8][C:4]1[N:5]=[CH:6][NH:7][C:3]=1[CH3:2])[NH:15][CH2:16][CH2:17][S:18][CH2:19][C:20]1[N:21]=[CH:22][NH:23][C:24]=1[CH3:25] |f:3.4.5.6|. Reported procedure: Dry hydrogen chloride was passed into a solution of N,N'-bis-[2-((5-methyl-4-imidazolyl)methylthio)ethyl]thiourea (7.7 g) in methanol at 80° for 5 hours. Concentration and re-evaporation with isopropyl alcohol afforded S-methyl-N,N'-bis-[2-((5-methyl-4-imidazolyl)methylthio)ethyl ]isothiourea trihydrochloride (9.0 g), m.p. 212°-215° (isopropyl alcohol).